Dataset: the Open Reaction Database (ORD), a public repository of structured organic reaction records. Task: describe an organic reaction: reactants, conditions, products, and yield The reactants are CCc1nc2cc(C#N)ccc2n1-c1ccc(CCNC(=O)NS(=O)(=O)c2ccc(C)cc2)cc1, CS(C)=O, CO, [Na+], [OH-], O, OO. Product: CCc1nc2cc(C(N)=O)ccc2n1-c1ccc(CCNC(=O)NS(=O)(=O)c2ccc(C)cc2)cc1. RXN SMILES: [C:1](#[N:2])[c:3]1[cH:4][c:5]2[c:6]([n:7](-[c:12]3[cH:13][cH:14][c:15]([CH2:18][CH2:19][NH:20][C:21](=[O:22])[NH:23][S:24](=[O:25])(=[O:26])[c:27]4[cH:28][cH:29][c:30]([CH3:33])[cH:31][cH:32]4)[cH:16][cH:17]3)[c:8]([CH2:10][CH3:11])[n:9]2)[cH:34][cH:35]1.[CH3:36][S:37](=[O:38])[CH3:39].[CH3:45][OH:46].[Na+:43].[OH-:42].[OH2:44].[OH:40][OH:41]>>[C:1]([NH2:2])([c:3]1[cH:4][c:5]2[c:6]([n:7](-[c:12]3[cH:13][cH:14][c:15]([CH2:18][CH2:19][NH:20][C:21](=[O:22])[NH:23][S:24](=[O:25])(=[O:26])[c:27]4[cH:28][cH:29][c:30]([CH3:33])[cH:31][cH:32]4)[cH:16][cH:17]3)[c:8]([CH2:10][CH3:11])[n:9]2)[cH:34][cH:35]1)=[O:38]. Starting materials: Cc1c(NC(c2nnc(-c3ccc(F)cc3)s2)C(C)O[Si](C)(C)C(C)(C)C)ccc(C#N)c1Cl, CCCC[N+](CCCC)(CCCC)CCCC, [F-]. Yields the product Cc1c(NC(c2nnc(-c3ccc(F)cc3)s2)C(C)O)ccc(C#N)c1Cl. As a reaction SMILES: [C:1]([Si:2]([CH3:3])([CH3:4])[O:6][CH:7]([CH:8]([c:9]1[s:10][c:11](-[c:14]2[cH:15][cH:16][c:17]([F:20])[cH:18][cH:19]2)[n:12][n:13]1)[NH:21][c:22]1[c:23]([CH3:31])[c:24]([Cl:30])[c:25]([C:26]#[N:27])[cH:28][cH:29]1)[CH3:32])([CH3:5])([CH3:33])[CH3:34].[CH3:36][CH2:37][CH2:38][CH2:39][N+:40]([CH2:41][CH2:42][CH2:43][CH3:44])([CH2:45][CH2:46][CH2:47][CH3:48])[CH2:49][CH2:50][CH2:51][CH3:52].[F-:35]>>[OH:6][CH:7]([CH:8]([c:9]1[s:10][c:11](-[c:14]2[cH:15][cH:16][c:17]([F:20])[cH:18][cH:19]2)[n:12][n:13]1)[NH:21][c:22]1[c:23]([CH3:31])[c:24]([Cl:30])[c:25]([C:26]#[N:27])[cH:28][cH:29]1)[CH3:32]. The reactants are CCN=C=NCCCN(C)C, CCN(C(C)C)C(C)C, O=C(NC(Cc1ccccc1)C(=O)O)c1cc2cc(Cl)ncc2[nH]1, CN(C)C=O, OC1CCNC1, On1nnc2ccccc21. The product is O=C(NC(Cc1ccccc1)C(=O)N1CCC(O)C1)c1cc2cc(Cl)ncc2[nH]1. RXN SMILES: [CH3:50][CH2:51][N:52]=[C:53]=[N:54][CH2:55][CH2:56][CH2:57][N:58]([CH3:59])[CH3:60].[CH:41]([N:42]([CH2:43][CH3:44])[CH:45]([CH3:46])[CH3:47])([CH3:48])[CH3:49].[Cl:1][c:2]1[cH:3][c:4]2[c:5]([cH:6][n:7]1)[nH:8][c:9]([C:11](=[O:12])[NH:13][CH:14]([C:15](=[O:16])[OH:17])[CH2:18][c:19]1[cH:20][cH:21][cH:22][cH:23][cH:24]1)[cH:10]2.[O:61]=[CH:62][N:63]([CH3:64])[CH3:65].[OH:25][CH:26]1[CH2:27][NH:28][CH2:29][CH2:30]1.[OH:31][n:32]1[c:33]2[c:34]([cH:35][cH:36][cH:37][cH:38]2)[n:39][n:40]1>>[Cl:1][c:2]1[cH:3][c:4]2[c:5]([cH:6][n:7]1)[nH:8][c:9]([C:11](=[O:12])[NH:13][CH:14]([C:15](=[O:17])[N:28]1[CH2:27][CH:26]([OH:25])[CH2:30][CH2:29]1)[CH2:18][c:19]1[cH:20][cH:21][cH:22][cH:23][cH:24]1)[cH:10]2. Reactants: CCCC(=O)c1cnc2c(COC(=O)c3ccc(OC)cc3)cccc2c1Cl, Cc1cc(O)ccc1N, C1COCCO1. Product: CCCC(=O)c1cnc2c(COC(=O)c3ccc(OC)cc3)cccc2c1Nc1ccc(O)cc1C. Reaction SMILES: [C:1]([CH2:2][CH2:3][CH3:4])(=[O:5])[c:6]1[cH:7][n:8][c:9]2[c:10]([CH2:17][O:18][C:19]([c:20]3[cH:21][cH:22][c:23]([O:26][CH3:27])[cH:24][cH:25]3)=[O:28])[cH:11][cH:12][cH:13][c:14]2[c:15]1[Cl:16].[CH3:29][c:30]1[cH:31][c:32]([OH:33])[cH:34][cH:35][c:36]1[NH2:37].[O:38]1[CH2:39][CH2:40][O:41][CH2:42][CH2:43]1>>[C:1]([CH2:2][CH2:3][CH3:4])(=[O:5])[c:6]1[cH:7][n:8][c:9]2[c:10]([CH2:17][O:18][C:19]([c:20]3[cH:21][cH:22][c:23]([O:26][CH3:27])[cH:24][cH:25]3)=[O:28])[cH:11][cH:12][cH:13][c:14]2[c:15]1[NH:37][c:36]1[c:30]([CH3:29])[cH:31][c:32]([OH:33])[cH:34][cH:35]1. Run in CO (methanol). RXN SMILES: [O:1]1[CH:5]=[CH:4][CH:3]=[C:2]1[C:6]1[CH:11]=[C:10]([CH2:12][O:13]C2CCCCO2)[CH:9]=[CH:8][C:7]=1[C:20]1[N:24]=[C:23]([CH2:25][CH2:26][CH2:27][CH2:28][C:29]2[CH:34]=[CH:33][CH:32]=[CH:31][CH:30]=2)[O:22][N:21]=1.CC1C=CC(S([O-])(=O)=O)=CC=1.C1C=C[NH+]=CC=1>CO>[O:1]1[CH:5]=[CH:4][CH:3]=[C:2]1[C:6]1[CH:11]=[C:10]([CH2:12][OH:13])[CH:9]=[CH:8][C:7]=1[C:20]1[N:24]=[C:23]([CH2:25][CH2:26][CH2:27][CH2:28][C:29]2[CH:30]=[CH:31][CH:32]=[CH:33][CH:34]=2)[O:22][N:21]=1 |f:1.2|. Yield: 75.4%. Product: O1C(=CC=C1)C=1C=C(C=CC1C1=NOC(=N1)CCCCC1=CC=CC=C1)CO ({3-(2-Furyl)-4-[5-(4-phenylbutyl)-1,2,4-oxadiazol-3-yl]phenyl}methanol). Starting materials: O1C(=CC=C1)C1=C(C=CC(=C1)COC1OCCCC1)C1=NOC(=N1)CCCCC1=CC=CC=C1 (3-{2-(2-Furyl)-4-[(tetrahydro-2H-pyran-2-yloxy)methyl]phenyl}-5-(4-phenylbutyl)-1,2,4-oxadiazole), CC1=CC=C(C=C1)S(=O)(=O)[O-].C1=CC=[NH+]C=C1 (PPTS). Run at temperature 55 celsius. Procedure details: To a solution of Intermediate 9 (1.02 g, 2.2 mmol) in methanol (20 mL) was added PPTS (56 mg). After heating to 55° C. for 24 h, the reaction mixture was cooled to RT and concentrated. Purification by MPLC (30% ethyl acetate in hexanes) gave 621 mg of Intermediate 16 as a colorless oil. The reactants are CO, CC(=O)Cl, Cl, NCCCCC(=O)O. Yields the product COC(=O)CCCCN, Cl. Reaction SMILES: [CH3:14][OH:15].[CH3:1][C:2]([Cl:3])=[O:4].[ClH:5].[NH2:6][CH2:7][CH2:8][CH2:9][CH2:10][C:11]([OH:12])=[O:13]>>[CH3:1][O:12][C:11]([CH2:10][CH2:9][CH2:8][CH2:7][NH2:6])=[O:13].[ClH:3].